This data is from the Open Reaction Database (ORD), a public repository of structured organic reaction records. The task is: describe an organic reaction: reactants, conditions, products, and yield The reactants are C1=CC=C(C=C1)OC(=S)Cl (Phenyl chlorothionoformate), ClC1=C2C=CN(C2=CC=C1)CC=1NCNC1 (4-(4-chloro-indol-1-ylmethyl)-1,3-dihydro-imidazole), ClC1=C2C=CN(C2=CC=C1)CC=1NCNC1 (4-(4-chloro-indol-1-ylmethyl)-1,3-dihydro-imidazole), C(=O)(O)[O-].[Na+] (NaHCO3). Run in O (water), C1CCOC1 (THF), O (water). Conditions: time 4 hour. The product is ClC1=C2C=CN(C2=CC=C1)CC=1NC(NC1)=S (4-(4-chloro-indol-1-ylmethyl)-1,3-dihydro-imidazole-2-thione). Isolated yield 50.0%. RXN SMILES: [Cl:1][C:2]1[CH:10]=[CH:9][CH:8]=[C:7]2[C:3]=1[CH:4]=[CH:5][N:6]2[CH2:11][C:12]1[NH:13][CH2:14][NH:15][CH:16]=1.C([O-])(O)=O.[Na+].C1C=CC(OC(Cl)=[S:30])=CC=1>C1COCC1.O>[Cl:1][C:2]1[CH:10]=[CH:9][CH:8]=[C:7]2[C:3]=1[CH:4]=[CH:5][N:6]2[CH2:11][C:12]1[NH:13][C:14](=[S:30])[NH:15][CH:16]=1 |f:1.2|. Reported procedure: 4-(4-Chloro-indol-1-ylmethyl)-1,3-dihydro-imidazole (Intermediate A4) (0.5 mmol) in THF (3 mL) and water (3 mL) was treated with NaHCO3 (5 mmol) at rt for 20 m. Phenyl chlorothionoformate (1.3 mmol) was added and stirring was continued for 4 h. The mixture was diluted with water (15 mL) and extracted with ether (3×25 mL). The organic portions were combined, dried over MgSO4, filtered and the solvent was removed under vacuum. The residue was dissolved in MeOH (4 mL) and treated with NEt3 (0.35 mL... Starting materials: CC(C)(C)c1cc(NC(=O)Nc2ccc(Oc3ccncc3)cc2)n(-c2cccc(NCCCO[Si](C)(C)C(C)(C)C)c2)n1, CO, ClCCl, O=C(O)C(F)(F)F, [Na+], O=C([O-])O, O. The product is CC(C)(C)c1cc(NC(=O)Nc2ccc(Oc3ccncc3)cc2)n(-c2cccc(NCCCO)c2)n1. Reaction SMILES: [C:1]([CH3:2])([CH3:3])([CH3:4])[c:5]1[cH:6][c:7]([NH:28][C:29](=[O:30])[NH:31][c:32]2[cH:33][cH:34][c:35]([O:38][c:39]3[cH:40][cH:41][n:42][cH:43][cH:44]3)[cH:36][cH:37]2)[n:8](-[c:10]2[cH:11][c:12]([NH:16][CH2:17][CH2:18][CH2:19][O:20][Si:21]([C:22]([CH3:23])([CH3:24])[CH3:25])([CH3:26])[CH3:27])[cH:13][cH:14][cH:15]2)[n:9]1.[CH3:57][OH:58].[Cl:60][CH2:61][Cl:62].[F:45][C:46]([F:47])([F:48])[C:49]([OH:50])=[O:51].[Na+:56].[O-:52][C:53]([OH:54])=[O:55].[OH2:59]>>[C:1]([CH3:2])([CH3:3])([CH3:4])[c:5]1[cH:6][c:7]([NH:28][C:29](=[O:30])[NH:31][c:32]2[cH:33][cH:34][c:35]([O:38][c:39]3[cH:40][cH:41][n:42][cH:43][cH:44]3)[cH:36][cH:37]2)[n:8](-[c:10]2[cH:11][c:12]([NH:16][CH2:17][CH2:18][CH2:19][OH:20])[cH:13][cH:14][cH:15]2)[n:9]1. Reactants: CN1CCN(CCCNc2nccc(-c3cc4ccc(Br)cc4s3)n2)CC1, CS(C)=O, CNC(=O)c1cccc(B(O)O)c1, [Na+], O=C([O-])O, O, c1ccc(P(c2ccccc2)(c2ccccc2)[Pd](P(c2ccccc2)(c2ccccc2)c2ccccc2)(P(c2ccccc2)(c2ccccc2)c2ccccc2)P(c2ccccc2)(c2ccccc2)c2ccccc2)cc1. Yields the product CNC(=O)c1cccc(-c2ccc3cc(-c4ccnc(NCCCN5CCN(C)CC5)n4)sc3c2)c1. RXN SMILES: [Br:1][c:2]1[cH:3][cH:4][c:5]2[c:6]([s:7][c:8](-[c:10]3[n:11][c:12]([NH:16][CH2:17][CH2:18][CH2:19][N:20]4[CH2:21][CH2:22][N:23]([CH3:26])[CH2:24][CH2:25]4)[n:13][cH:14][cH:15]3)[cH:9]2)[cH:27]1.[CH3:123][S:124]([CH3:125])=[O:126].[CH3:28][NH:29][C:30](=[O:31])[c:32]1[cH:33][c:34]([B:38]([OH:39])[OH:40])[cH:35][cH:36][cH:37]1.[Na+:45].[O-:41][C:42]([OH:43])=[O:44].[OH2:127].[cH:46]1[cH:47][cH:48][c:49]([P:50]([Pd:51]([P:52]([c:53]2[cH:54][cH:55][cH:56][cH:57][cH:58]2)([c:59]2[cH:60][cH:61][cH:62][cH:63][cH:64]2)[c:65]2[cH:66][cH:67][cH:68][cH:69][cH:70]2)([P:71]([c:72]2[cH:73][cH:74][cH:75][cH:76][cH:77]2)([c:78]2[cH:79][cH:80][cH:81][cH:82][cH:83]2)[c:84]2[cH:85][cH:86][cH:87][cH:88][cH:89]2)[P:90]([c:91]2[cH:92][cH:93][cH:94][cH:95][cH:96]2)([c:97]2[cH:98][cH:99][cH:100][cH:101][cH:102]2)[c:103]2[cH:104][cH:105][cH:106][cH:107][cH:108]2)([c:109]2[cH:110][cH:111][cH:112][cH:113][cH:114]2)[c:115]2[cH:116][cH:117][cH:118][cH:119][cH:120]2)[cH:121][cH:122]1>>[c:2]1(-[c:34]2[cH:33][c:32]([C:30]([NH:29][CH3:28])=[O:31])[cH:37][cH:36][cH:35]2)[cH:3][cH:4][c:5]2[c:6]([s:7][c:8](-[c:10]3[n:11][c:12]([NH:16][CH2:17][CH2:18][CH2:19][N:20]4[CH2:21][CH2:22][N:23]([CH3:26])[CH2:24][CH2:25]4)[n:13][cH:14][cH:15]3)[cH:9]2)[cH:27]1. Reactants: OC1=CC=NC2=CC(=CC=C12)C(F)(F)F (4-hydroxy-7-trifluoromethylquinoline), C=O (formaldehyde). Run in [OH-].[Na+] (sodium hydroxide). Reaction conditions: time 8 hour. Product: OC1=C(C=NC2=CC(=CC=C12)C(F)(F)F)CO (4-hydroxy-3-hydroxymethyl-7-trifluoromethylquinoline). As a reaction SMILES: [OH:1][C:2]1[C:11]2[C:6](=[CH:7][C:8]([C:12]([F:15])([F:14])[F:13])=[CH:9][CH:10]=2)[N:5]=[CH:4][CH:3]=1.[CH2:16]=[O:17]>[OH-].[Na+]>[OH:1][C:2]1[C:11]2[C:6](=[CH:7][C:8]([C:12]([F:15])([F:13])[F:14])=[CH:9][CH:10]=2)[N:5]=[CH:4][C:3]=1[CH2:16][OH:17] |f:2.3|. Reported procedure: A mixture of 4-hydroxy-7-trifluoromethylquinoline (30.0 g.), 40% aqueous formaldehyde solution (36 ml.) and 1 M aqueous sodium hydroxide solution (250 ml.) was stirred at 40°-50° for 8 hours. The solid product was collected and dried to give the novel 4-hydroxy-3-hydroxymethyl-7-trifluoromethylquinoline, m.p. 302°-304°. Reactants: BrCc1ccccc1, N#Cc1cc(Br)ccc1O, O=C([O-])[O-], [K+], [K+], CN(C)C=O. Product: N#Cc1cc(Br)ccc1OCc1ccccc1. As a reaction SMILES: [Br:11][CH2:12][c:13]1[cH:14][cH:15][cH:16][cH:17][cH:18]1.[Br:1][c:2]1[cH:3][cH:4][c:5]([OH:10])[c:6]([C:7]#[N:8])[cH:9]1.[C:19](=[O:20])([O-:21])[O-:22].[K+:23].[K+:24].[O:25]=[CH:26][N:27]([CH3:28])[CH3:29]>>[Br:1][c:2]1[cH:3][cH:4][c:5]([O:10][CH2:12][c:13]2[cH:14][cH:15][cH:16][cH:17][cH:18]2)[c:6]([C:7]#[N:8])[cH:9]1. Reactants: P(=O)([O-])([O-])[O-].[K+].[K+].[K+] (potassium phosphate), CC1(OB(OC1(C)C)C=1C=C2C=NC(=NC2=CC1)N)C (6-(4,4,5,5-tetramethyl-1,3,2-dioxaborolan-2-yl)quinazolin-2-amine), COC1=CC=C(COC2=NC=CC(=C2Br)C)C=C1 (2-(4-methoxybenzyloxy)-3-bromo-4-methylpyridine), COC=1C=CC=C(C1C=2C=CC=CC2P(C3CCCCC3)C4CCCCC4)OC (S—PHOS). Reagents/catalysts: C(C)(=O)[O-].[Pd+2].C(C)(=O)[O-] (palladium acetate). The solvent is C(C)(C)O (isopropyl alcohol), O (water), CCOC(=O)C (EtOAc). Run at temperature 75 celsius, time 4 hour. Yields the product COC1=CC=C(COC2=NC=CC(=C2C=2C=C3C=NC(=NC3=CC2)N)C)C=C1 (6-(2-(4-methoxybenzyloxy)-4-methylpyridin-3-yl)quinazolin-2-amine). As a reaction SMILES: P([O-])([O-])([O-])=O.[K+].[K+].[K+].CC1(C)C(C)(C)OB([C:17]2[CH:18]=[C:19]3[C:24](=[CH:25][CH:26]=2)[N:23]=[C:22]([NH2:27])[N:21]=[CH:20]3)O1.[CH3:29][O:30][C:31]1[CH:46]=[CH:45][C:34]([CH2:35][O:36][C:37]2[C:42](Br)=[C:41]([CH3:44])[CH:40]=[CH:39][N:38]=2)=[CH:33][CH:32]=1.COC1C=CC=C(OC)C=1C1C=CC=CC=1P(C1CCCCC1)C1CCCCC1>C(O)(C)C.O.CCOC(C)=O.C([O-])(=O)C.[Pd+2].C([O-])(=O)C>[CH3:29][O:30][C:31]1[CH:32]=[CH:33][C:34]([CH2:35][O:36][C:37]2[C:42]([C:17]3[CH:18]=[C:19]4[C:24](=[CH:25][CH:26]=3)[N:23]=[C:22]([NH2:27])[N:21]=[CH:20]4)=[C:41]([CH3:44])[CH:40]=[CH:39][N:38]=2)=[CH:45][CH:46]=1 |f:0.1.2.3,10.11.12|. Procedure details: To a mixture of potassium phosphate (2.07 g, 9.73 mmol), 6-(4,4,5,5-tetramethyl-1,3,2-dioxaborolan-2-yl)quinazolin-2-amine (1.06 g, 3.89 mmol), 2-(4-methoxybenzyloxy)-3-bromo-4-methylpyridine (1.000 g, 3.24 mmol), and S—PHOS (0.162 mmol) in isopropyl alcohol (21 mL) and water (7 mL) was added palladium acetate (0.0364 g, 0.162 mmol). The mixture was stirred at 75° C. After 4 hrs, the reaction mixture was diluted with EtOAc (ca. 100 mL) and washed with water and brine. After drying with sodium su... The reactants are C(C(O)C1=CC=CC=C1)(=O)O.C(C1=CC=CC=C1)N1[C@H](CN(CC1)CC1=CC=CC=C1)C=C ((S)-1,4-dibenzyl-2-vinyl-piperazine mandelic acid salt), O (water), [OH-].[Na+] (sodium hydroxide). Run in CC(C)(C)OC (MTBE). Product: C(C1=CC=CC=C1)N1[C@H](CN(CC1)CC1=CC=CC=C1)C=C ((S)-1,4-Dibenzyl-2-Vinyl-piperazine). The yield is 99.7%. As a reaction SMILES: C(O)(=O)C(C1C=CC=CC=1)O.[CH2:12]([N:19]1[CH2:24][CH2:23][N:22]([CH2:25][C:26]2[CH:31]=[CH:30][CH:29]=[CH:28][CH:27]=2)[CH2:21][C@@H:20]1[CH:32]=[CH2:33])[C:13]1[CH:18]=[CH:17][CH:16]=[CH:15][CH:14]=1.O.[OH-].[Na+]>CC(OC)(C)C>[CH2:12]([N:19]1[CH2:24][CH2:23][N:22]([CH2:25][C:26]2[CH:31]=[CH:30][CH:29]=[CH:28][CH:27]=2)[CH2:21][C@@H:20]1[CH:32]=[CH2:33])[C:13]1[CH:14]=[CH:15][CH:16]=[CH:17][CH:18]=1 |f:0.1,3.4|. Procedure details: Combine (S)-1,4-dibenzyl-2-vinyl-piperazine mandelic acid salt (200.0 g, 0.450 mol), water (1 L), and 5N sodium hydroxide (112.5 mL, 0.562 mol) and stir at ambient temperature for 15 minutes. Add MTBE (1 L) and stir at ambient temperature for 1 hour. Layer separate and wash the organics with water (2×1 L). Dry the organics over sodium sulfate, filter and concentrate in vacuo to afford 131.2 g of the title compound as an oil (99.7%). 1H NMR (500 MHz, DMSO-d6) δ 2.00 (bt, 1H), 2.07 (d, 2H), 2.56 (... Reactants: ClC1=C(C=C(C=C1)O)C (4-chloro-3-methyl-phenol), C(CC)(=O)Cl (propionyl chloride), [Cl-].[Cl-].[Cl-].[Al+3] (aluminum trichloride). Run at temperature 60 celsius. Product: ClC=1C(=CC(=C(C1)C(CC)=O)O)C (1-(5-chloro-2-hydroxy-4-methylphenyl)propan-1-one). The yield is 60.0%. As a reaction SMILES: [Cl:1][C:2]1[CH:7]=[CH:6][C:5]([OH:8])=[CH:4][C:3]=1[CH3:9].[C:10](Cl)(=[O:13])[CH2:11][CH3:12].[Cl-].[Cl-].[Cl-].[Al+3]>>[Cl:1][C:2]1[C:3]([CH3:9])=[CH:4][C:5]([OH:8])=[C:6]([C:10](=[O:13])[CH2:11][CH3:12])[CH:7]=1 |f:2.3.4.5|. Reported procedure: The 4-chloro-3-methyl-phenol (2 g, 10 mmol) and the propionyl chloride (1.8 mL, 20. mmol) were combined and the mixture was heated at 60° C. for 2 hours. The reaction was concentrated in vacuo to remove excess propionyl chloride to give an oil. To this was added aluminum trichloride (2.7 g, 20. mmol) and the mixture was heated at 180° C. for 30 minutes. The reaction mixture was then cooled to room temperature and slowly quenched with 1 N HCl while cooling in an ice bath. The reaction was partiti... Reactants: CC(C)([O-])C.[K+] (potassium tert-butoxide), C1CCOC1 (THF), ClC1=CC=C(C=C1)C(C=O)(C)C (2-(4-chlorophenyl)-2-methylpropanal), C1CCOC1 (THF), triethyl phosphonoacetate, C1CCOC1 (THF). Conditions: time 30 minute. The product is ClC1=CC=C(C=C1)C(C=CC(=O)OCC)(C)C (ethyl 4-(4-chlorophenyl)-4-methylpent-2-enoate). Isolated yield 44.5%. Reaction SMILES: C[C:2]([CH3:5])([O-:4])C.[K+].[Cl:7][C:8]1[CH:13]=[CH:12][C:11]([C:14]([CH3:18])([CH3:17])[CH:15]=O)=[CH:10][CH:9]=1.C1C[O:22][CH2:21][CH2:20]1>>[Cl:7][C:8]1[CH:13]=[CH:12][C:11]([C:14]([CH3:18])([CH3:17])[CH:15]=[CH:20][C:21]([O:4][CH2:2][CH3:5])=[O:22])=[CH:10][CH:9]=1 |f:0.1|. Procedure: To a stirring suspension of the triethyl phosphonoacetate (1.695 mL, 8.54 mmol) in 10 mL THF at 0° C. was added 1 M potassium tert-butoxide in THF (8.54 mL, 8.54 mmol). The resulting reddish orange solution was stirred for 30 min and then treated with a solution of the 2-(4-chlorophenyl)-2-methylpropanal (Intermediate I-9A, 0.78 g, 4.27 mmol) in 2.5 mL of THF and slowly warmed to room temperature. The reaction mixture was stirred at room temperature for 3 hrs and quenched with saturated. aq. amm...